From a dataset of the Open Reaction Database (ORD), a public repository of structured organic reaction records. describe an organic reaction: reactants, conditions, products, and yield Starting materials: CCc1cc2cccc(Br)n2n1, CCOC(C)=O, CCO, Cc1ccccc1, OB(O)Oc1ccc(Cl)cc1Cl, [Na+], [Na+], O=C([O-])[O-], O, c1ccc(P(c2ccccc2)(c2ccccc2)[Pd](P(c2ccccc2)(c2ccccc2)c2ccccc2)(P(c2ccccc2)(c2ccccc2)c2ccccc2)P(c2ccccc2)(c2ccccc2)c2ccccc2)cc1. The product is CCc1cc2cccc(-c3ccc(Cl)cc3Cl)n2n1. As a reaction SMILES: [Br:1][c:2]1[cH:3][cH:4][cH:5][c:6]2[n:7]1[n:8][c:9]([CH2:11][CH3:12])[cH:10]2.[CH3:119][CH2:120][O:121][C:122](=[O:123])[CH3:124].[CH3:32][CH2:33][OH:34].[CH3:35][c:36]1[cH:37][cH:38][cH:39][cH:40][cH:41]1.[Cl:13][c:14]1[c:15]([O:21][B:22]([OH:23])[OH:24])[cH:16][cH:17][c:18]([Cl:20])[cH:19]1.[Na+:25].[Na+:26].[O-:27][C:28](=[O:29])[O-:30].[OH2:31].[cH:42]1[cH:43][cH:44][c:45]([P:46]([Pd:47]([P:48]([c:49]2[cH:50][cH:51][cH:52][cH:53][cH:54]2)([c:55]2[cH:56][cH:57][cH:58][cH:59][cH:60]2)[c:61]2[cH:62][cH:63][cH:64][cH:65][cH:66]2)([P:67]([c:68]2[cH:69][cH:70][cH:71][cH:72][cH:73]2)([c:74]2[cH:75][cH:76][cH:77][cH:78][cH:79]2)[c:80]2[cH:81][cH:82][cH:83][cH:84][cH:85]2)[P:86]([c:87]2[cH:88][cH:89][cH:90][cH:91][cH:92]2)([c:93]2[cH:94][cH:95][cH:96][cH:97][cH:98]2)[c:99]2[cH:100][cH:101][cH:102][cH:103][cH:104]2)([c:105]2[cH:106][cH:107][cH:108][cH:109][cH:110]2)[c:111]2[cH:112][cH:113][cH:114][cH:115][cH:116]2)[cH:117][cH:118]1>>[c:2]1(-[c:15]2[c:14]([Cl:13])[cH:19][c:18]([Cl:20])[cH:17][cH:16]2)[cH:3][cH:4][cH:5][c:6]2[n:7]1[n:8][c:9]([CH2:11][CH3:12])[cH:10]2. Run at temperature 40 celsius, time 5 hour. Solvent: C(C)(=O)O (acetic acid). Procedure: 0.5 kg (2.63 mol) of 1-t-butoxy-2-deoxy-L-ribose was dissolved in 2 liters of 1% acetic acid, and stirred at 40° C. for 5 hours. After completion of the reaction, the solvent was removed by concentration, and the residue was azeotropically distilled with toluene, thus obtaining 2-deoxy-L-ribose, which was then used for the preparation of L-anilide without any purification. The product is O=CC[C@@H](O)[C@@H](O)CO (2-deoxy-L-ribose). The reactants are C(C)(C)(C)OC(=O)C[C@@H](O)[C@@H](O)CO (1-t-butoxy-2-deoxy-L-ribose). Reaction SMILES: C([O:5][C:6]([CH2:8][C@H:9]([C@H:11]([CH2:13][OH:14])[OH:12])[OH:10])=O)(C)(C)C>C(O)(=O)C>[O:5]=[CH:6][CH2:8][C@H:9]([C@H:11]([CH2:13][OH:14])[OH:12])[OH:10]. Starting materials: Cc1cc(C(=O)NCc2cccc(O)c2)cc(C)c1C(=O)NC(CNC(=O)OC(C)(C)C)C(=O)O, ClCCl, O=C(O)C(F)(F)F. Product: Cc1cc(C(=O)NCc2cccc(O)c2)cc(C)c1C(=O)NC(CN)C(=O)O. Reaction SMILES: [CH3:1][c:2]1[c:3]([C:4](=[O:5])[NH:6][CH:7]([CH2:8][NH:9][C:10]([O:11][C:12]([CH3:13])([CH3:14])[CH3:15])=[O:16])[C:17](=[O:18])[OH:19])[c:20]([CH3:35])[cH:21][c:22]([C:24](=[O:25])[NH:26][CH2:27][c:28]2[cH:29][c:30]([OH:34])[cH:31][cH:32][cH:33]2)[cH:23]1.[Cl:43][CH2:44][Cl:45].[OH:36][C:37]([C:38]([F:39])([F:40])[F:41])=[O:42]>>[CH3:1][c:2]1[c:3]([C:4](=[O:5])[NH:6][CH:7]([CH2:8][NH2:9])[C:17](=[O:18])[OH:19])[c:20]([CH3:35])[cH:21][c:22]([C:24](=[O:25])[NH:26][CH2:27][c:28]2[cH:29][c:30]([OH:34])[cH:31][cH:32][cH:33]2)[cH:23]1. Reactants: BrCc1ccccc1, CC(C)=O, [K+], [K+], O=C1NCc2cccnc2N1c1cccc([N+](=O)[O-])c1, O=C([O-])[O-]. Yields the product O=C1N(Cc2ccccc2)Cc2cccnc2N1c1cccc([N+](=O)[O-])c1. RXN SMILES: [Br:27][CH2:28][c:29]1[cH:30][cH:31][cH:32][cH:33][cH:34]1.[CH3:35][C:36](=[O:37])[CH3:38].[K+:21].[K+:22].[N+:1](=[O:2])([O-:3])[c:4]1[cH:5][c:6]([N:10]2[C:11](=[O:20])[NH:12][CH2:13][c:14]3[c:15]2[n:16][cH:17][cH:18][cH:19]3)[cH:7][cH:8][cH:9]1.[O-:23][C:24]([O-:25])=[O:26]>>[N+:1](=[O:2])([O-:3])[c:4]1[cH:5][c:6]([N:10]2[C:11](=[O:20])[N:12]([CH2:28][c:29]3[cH:30][cH:31][cH:32][cH:33][cH:34]3)[CH2:13][c:14]3[c:15]2[n:16][cH:17][cH:18][cH:19]3)[cH:7][cH:8][cH:9]1. Starting materials: COC(C1=CC(=CC=C1)C=1N=CSC1CO)=O (3-(5-Hydroxymethyl-thiazol-4-yl)-benzoic acid methyl ester), O1CCCC=C1 (dihydropyrane), O.C1(=CC=C(C=C1)S(=O)(=O)O)C (p-toluenesulfonic acid hydrate). Run in CCOC(=O)C (AcOEt), CCOC(=O)C (AcOEt). Yields the product COC(C1=CC(=CC=C1)C=1N=CSC1COC1OCCCC1)=O (3-[5-(tetrahydro-pyran-2-yloxymethyl)-thiazol-4-yl]-benzoic acid methyl ester). Reaction SMILES: [CH3:1][O:2][C:3](=[O:17])[C:4]1[CH:9]=[CH:8][CH:7]=[C:6]([C:10]2[N:11]=[CH:12][S:13][C:14]=2[CH2:15][OH:16])[CH:5]=1.[O:18]1[CH:23]=[CH:22][CH2:21][CH2:20][CH2:19]1.O.C1(C)C=CC(S(O)(=O)=O)=CC=1>CCOC(C)=O>[CH3:1][O:2][C:3](=[O:17])[C:4]1[CH:9]=[CH:8][CH:7]=[C:6]([C:10]2[N:11]=[CH:12][S:13][C:14]=2[CH2:15][O:16][CH:19]2[CH2:20][CH2:21][CH2:22][CH2:23][O:18]2)[CH:5]=1 |f:2.3|. Procedure: 3-(5-Hydroxymethyl-thiazol-4-yl)-benzoic acid methyl ester (1.25 g), dihydropyrane (0.84 mL) and p-toluenesulfonic acid hydrate (0.10 g) in AcOEt (12 mL) was stirred at 20° C. for 3 h. The solution was diluted AcOEt, washed with 5% NaHCO3 solution and with brine, dried and evaporated. The residual oil was purified by chromatography on silica gel using AcOEt/hexane (1:3) as eluent to give 3-[5-(tetrahydro-pyran-2-yloxymethyl)-thiazol-4-yl]-benzoic acid methyl ester (1.60 g) as a pale-yellow oil.